From a dataset of the Open Reaction Database (ORD), a public repository of structured organic reaction records. describe an organic reaction: reactants, conditions, products, and yield Reactants: O=S(=O)(O)Cl, CC(=O)NCc1cccc(F)c1, O. Yields the product CC(=O)NCc1cc(F)ccc1S(=O)(=O)Cl. RXN SMILES: [Cl:1][S:2](=[O:3])(=[O:4])[OH:5].[F:6][c:7]1[cH:8][c:9]([CH2:10][NH:11][C:12]([CH3:13])=[O:14])[cH:15][cH:16][cH:17]1.[OH2:18]>>[Cl:1][S:2](=[O:3])(=[O:5])[c:15]1[c:9]([CH2:10][NH:11][C:12]([CH3:13])=[O:14])[cH:8][c:7]([F:6])[cH:17][cH:16]1. Starting materials: OCCNC1=C2C(=NC(=C1)C)C=NN2 (7-(2-hydroxyethyl-amino)-5-methyl-1H-pyrazolo[4,3-b]pyridine), C(C1=CC=CC=C1)(=O)Cl (benzoyl chloride), CO (methanol). The solvent is O (water). Yields the product C(C1=CC=CC=C1)(=O)OCCNC1=C2C(=NC(=C1)C)C=NN2 (7-[2-Benzoyloxyethylamino]-5-methyl-1H-pyrazolo[4,3-b]pyridine). RXN SMILES: [OH:1][CH2:2][CH2:3][NH:4][C:5]1[CH:10]=[C:9]([CH3:11])[N:8]=[C:7]2[CH:12]=[N:13][NH:14][C:6]=12.[C:15](Cl)(=[O:22])[C:16]1[CH:21]=[CH:20][CH:19]=[CH:18][CH:17]=1.CO>O>[C:15]([O:1][CH2:2][CH2:3][NH:4][C:5]1[CH:10]=[C:9]([CH3:11])[N:8]=[C:7]2[CH:12]=[N:13][NH:14][C:6]=12)(=[O:22])[C:16]1[CH:21]=[CH:20][CH:19]=[CH:18][CH:17]=1. Procedure: The title compound was prepared from 7-(2-hydroxyethyl-amino)-5-methyl-1H-pyrazolo[4,3-b]pyridine (2 g) and benzoyl chloride by the general method of Example 4 without the addition of methanol. The crude reaction mixture was poured into a large excess of water and extracted with ethyl acetate (×3). The combined organic layers were washed with water (×2), dried with anhydrous sodium sulphate, filtered and evaporated to dryness. The resulting intermediate dibenzoylated compound was recrystallized ... Starting materials: ClC1=C(C=C(C=C1)NC=1SC=CN1)O (2-chloro-5-(thiazol-2-ylamino)phenol), C(=O)([O-])[O-].[Cs+].[Cs+] (Cs2CO3), CC1=C(CBr)C=CC=C1 (2-methylbenzyl bromide). Solvent: CC(=O)C (acetone). The product is CC1=C(COC=2C=C(C=CC2Cl)NC=2SC=CN2)C=CC=C1 (N-(3-(2-methylbenzyloxy)-4-chlorophenyl)thiazol-2-amine). Yield: 58.0%. As a reaction SMILES: [Cl:1][C:2]1[CH:7]=[CH:6][C:5]([NH:8][C:9]2[S:10][CH:11]=[CH:12][N:13]=2)=[CH:4][C:3]=1[OH:14].C([O-])([O-])=O.[Cs+].[Cs+].[CH3:21][C:22]1[CH:29]=[CH:28][CH:27]=[CH:26][C:23]=1[CH2:24]Br>CC(C)=O>[CH3:21][C:22]1[CH:29]=[CH:28][CH:27]=[CH:26][C:23]=1[CH2:24][O:14][C:3]1[CH:4]=[C:5]([NH:8][C:9]2[S:10][CH:11]=[CH:12][N:13]=2)[CH:6]=[CH:7][C:2]=1[Cl:1] |f:1.2.3|. Procedure: Following the general procedure for O-alkylation, Method B, a mixture of 2-chloro-5-(thiazol-2-ylamino)phenol (50 mg, 0.22 mmol) and Cs2CO3 (72 mg, 0.22 mmol) in acetone (4.4 mL) was treated with 2-methylbenzyl bromide (41 mg, 0.22 mmol) at RT. Reaction control by TLC showed full conversion after 3 h. The title compound was obtained after purification by flash chromatography on silica gel (hexane:EtOAc 4/1) in 58% yield (42 mg).